From a dataset of the Open Reaction Database (ORD), a public repository of structured organic reaction records. describe an organic reaction: reactants, conditions, products, and yield The reactants are CC(C)(C)OC(=O)N1CCC(c2ccc(N)c(C3=CCCCC3)c2)CC1, C[Si](C)(C)CCOCn1cc(C#N)nc1C(=O)[O-], CCOC(C)=O, CCN(C(C)C)C(C)C, ClCCl, [K+]. Yields the product CC(C)(C)OC(=O)N1CCC(c2ccc(NC(=O)c3nc(C#N)cn3COCC[Si](C)(C)C)c(C3=CCCCC3)c2)CC1. As a reaction SMILES: [C:29]([CH3:30])([CH3:31])([CH3:32])[O:33][C:34](=[O:35])[N:36]1[CH2:37][CH2:38][CH:39]([c:42]2[cH:43][c:44]([C:49]3=[CH:50][CH2:51][CH2:52][CH2:53][CH2:54]3)[c:45]([NH2:48])[cH:46][cH:47]2)[CH2:40][CH2:41]1.[C:2](#[N:3])[c:4]1[n:5][c:6]([C:17](=[O:18])[O-:19])[n:7]([CH2:9][O:10][CH2:11][CH2:12][Si:13]([CH3:14])([CH3:15])[CH3:16])[cH:8]1.[CH3:55][CH2:56][O:57][C:58]([CH3:59])=[O:60].[CH:20]([N:21]([CH2:22][CH3:23])[CH:24]([CH3:25])[CH3:26])([CH3:27])[CH3:28].[Cl:61][CH2:62][Cl:63].[K+:1]>>[C:2](#[N:3])[c:4]1[n:5][c:6]([C:17](=[O:19])[NH:48][c:45]2[c:44]([C:49]3=[CH:50][CH2:51][CH2:52][CH2:53][CH2:54]3)[cH:43][c:42]([CH:39]3[CH2:38][CH2:37][N:36]([C:34]([O:33][C:29]([CH3:30])([CH3:31])[CH3:32])=[O:35])[CH2:41][CH2:40]3)[cH:47][cH:46]2)[n:7]([CH2:9][O:10][CH2:11][CH2:12][Si:13]([CH3:14])([CH3:15])[CH3:16])[cH:8]1. Starting materials: CC1C[C@H]2CN[C@@H]([C@H]2C1)CNC(=O)C=1N=C2SC=CN2C1 (imidazo[2,1-b]thiazole-6-carboxylic acid-[(1S,2S,5R)-7-methyl-3-aza-bicyclo[3.3.0]oct-2-ylmethyl]-amide), CC=1SC(=C(N1)C(=O)O)C=1C=C(C=CC1)C (2-methyl-5-m-tolyl-thiazole-4-carboxylic acid). Yields the product CC1C[C@H]2CN([C@@H]([C@H]2C1)CNC(=O)C=1N=C2SC=CN2C1)C(=O)C=1N=C(SC1C=1C=C(C=CC1)C)C (Imidazo[2,1-b]thiazole-6-carboxylic acid-(1S,2S,5R)-[7-methyl-3-(2-methyl-5-m-tolyl-thiazole-4-carbonyl)-3-aza-bicyclo[3.3.0]oct-2-ylmethyl]-amide). Reaction SMILES: [CH3:1][CH:2]1[CH2:9][C@H:8]2[C@H:4]([CH2:5][NH:6][C@@H:7]2[CH2:10][NH:11][C:12]([C:14]2[N:15]=[C:16]3[N:20]([CH:21]=2)[CH:19]=[CH:18][S:17]3)=[O:13])[CH2:3]1.[CH3:22][C:23]1[S:24][C:25]([C:31]2[CH:32]=[C:33]([CH3:37])[CH:34]=[CH:35][CH:36]=2)=[C:26]([C:28](O)=[O:29])[N:27]=1>>[CH3:1][CH:2]1[CH2:9][C@H:8]2[C@H:4]([CH2:5][N:6]([C:28]([C:26]3[N:27]=[C:23]([CH3:22])[S:24][C:25]=3[C:31]3[CH:32]=[C:33]([CH3:37])[CH:34]=[CH:35][CH:36]=3)=[O:29])[C@@H:7]2[CH2:10][NH:11][C:12]([C:14]2[N:15]=[C:16]3[N:20]([CH:21]=2)[CH:19]=[CH:18][S:17]3)=[O:13])[CH2:3]1. Procedure: prepared by reaction of imidazo[2,1-b]thiazole-6-carboxylic acid-[(1S,2S,5R)-7-methyl-3-aza-bicyclo[3.3.0]oct-2-ylmethyl]-amide with 2-methyl-5-m-tolyl-thiazole-4-carboxylic acid. Reactants: NC1=C(C=CC=C1)NCC(C)(C)S (2-Amino-1-(2-mercapto-2-methylpropylamino)benzene), CC(C=O)C (2-methypropanal). Yields the product SC(CNC1=C(C=CC=C1)NCC(C)(C)SC(C)C)(C)C (2-(2-mercapto-2-methylpropylamino)-1-[2-(1-methylethylthio)-2-methylpropylamino]benzene). The yield is 28.0%. RXN SMILES: [NH2:1][C:2]1[CH:7]=[CH:6][CH:5]=[CH:4][C:3]=1[NH:8][CH2:9][C:10]([SH:13])([CH3:12])[CH3:11].[CH3:14][CH:15]([CH3:18])[CH:16]=O>>[SH:13][C:10]([CH3:11])([CH3:12])[CH2:9][NH:8][C:3]1[CH:4]=[CH:5][CH:6]=[CH:7][C:2]=1[NH:1][CH2:14][C:15]([S:13][CH:10]([CH3:11])[CH3:9])([CH3:18])[CH3:16]. Procedure details: 2-Amino-1-(2-mercapto-2-methylpropylamino)benzene (0.515 g, 2.65×10-3 mol) and 0.786 g (5.31×10-3 mol, 200 M%) 2-(1-methylethylthio)-2-methylethylthio)-2-methypropanal were reacted by the method of Example 2 to give 2-(2-mercapto-2-methylpropylamino)-1-[2-(1-methylethylthio)-2-methylpropylamino]benzene 0.244 g (28% yield) as a colorless oil after purification by radial chromatography on a 2 mm silica gel plate eluting with 100 ml 100% petroleum ether and 200 ml 5% diethyl ether/petroleum ether. Starting materials: COC(=O)[C@@H](CN1C(N(C(C1=O)(C)C)C)=O)[C@H](C(=O)N1CCCCC1)CC1CCCC1 (1-[2(R)-[1(R)-(methoxycarbonyl)-2-(3,4,4-trimethyl-2,5-dioxo-1-imidazolidinyl)ethyl]-3-cyclopentylpropionyl]piperdine), Cl.C(C1=CC=CC=C1)ON (O-benzylhydroxylamine hydrochloride), i-PrMgCI, Grignard reagent, [Cl-].[NH4+] (ammonium chloride). Run in C1CCOC1 (THF), C1CCOC1 (THF). The product is C(C1=CC=CC=C1)ONC(=O)[C@@H](CN1C(N(C(C1=O)(C)C)C)=O)[C@H](C(=O)N1CCCCC1)CC1CCCC1 (1-[2(R)-[1-(R)-(benzyloxycarbamoyl)-2-(3,4,4-trimethyl-2,5-dioxo-1-imidazolidinyl)ethyl]-3-cyclopentylpropionyl)piperidine). Reaction SMILES: CO[C:3]([C@H:5]([C@@H:17]([CH2:26][CH:27]1[CH2:31][CH2:30][CH2:29][CH2:28]1)[C:18]([N:20]1[CH2:25][CH2:24][CH2:23][CH2:22][CH2:21]1)=[O:19])[CH2:6][N:7]1[C:11](=[O:12])[C:10]([CH3:14])([CH3:13])[N:9]([CH3:15])[C:8]1=[O:16])=[O:4].Cl.[CH2:33]([O:40][NH2:41])[C:34]1[CH:39]=[CH:38][CH:37]=[CH:36][CH:35]=1.[Cl-].[NH4+]>C1COCC1>[CH2:33]([O:40][NH:41][C:3]([C@H:5]([C@@H:17]([CH2:26][CH:27]1[CH2:28][CH2:29][CH2:30][CH2:31]1)[C:18]([N:20]1[CH2:25][CH2:24][CH2:23][CH2:22][CH2:21]1)=[O:19])[CH2:6][N:7]1[C:11](=[O:12])[C:10]([CH3:14])([CH3:13])[N:9]([CH3:15])[C:8]1=[O:16])=[O:4])[C:34]1[CH:39]=[CH:38][CH:37]=[CH:36][CH:35]=1 |f:1.2,3.4|. Procedure details: A solution of 1.10 g of methyl ester from Example 10 and 568 mg of O-benzylhydroxylamine hydrochloride in 7 ml of THF was treated at −20° with 3.5 ml of a 2M i-PrMgCI solution in THF and, after 1 hr. at −20°, treated with a further 1.7 ml of the Grignard reagent. After a further 2½ hrs. at −20° the mixture was treated with ammonium chloride solution and extracted with methylene chloride. The extracts were dried and concentrated. The residue was crystallized from t-butyl methyl ether/hexane and t...